Dataset: the Open Reaction Database (ORD), a public repository of structured organic reaction records. Task: describe an organic reaction: reactants, conditions, products, and yield Run at temperature 120 celsius. RXN SMILES: [C:1]([O:5][C:6]([N:8]1[CH2:13][CH2:12][N:11]([C:14]2[S:15][C:16]([CH:19]=[C:20]([F:22])[F:21])=[CH:17][N:18]=2)[CH2:10][CH2:9]1)=[O:7])([CH3:4])([CH3:3])[CH3:2].CS(C)=O.O.[F-:28].[K+]>C(OCC)(=O)C>[C:1]([O:5][C:6]([N:8]1[CH2:9][CH2:10][N:11]([C:14]2[S:15][C:16]([CH2:19][C:20]([F:28])([F:21])[F:22])=[CH:17][N:18]=2)[CH2:12][CH2:13]1)=[O:7])([CH3:4])([CH3:2])[CH3:3] |f:3.4|. Yields the product C(C)(C)(C)OC(=O)N1CCN(CC1)C=1SC(=CN1)CC(F)(F)F (4-[5-(2,2,2-Trifluoro-ethyl)-thiazol-2-yl]-piperazine-1-carboxylic acid tert-butyl ester). The reactants are C(C)(C)(C)OC(=O)N1CCN(CC1)C=1SC(=CN1)C=C(F)F (4-[5-(2,2-difluoro-vinyl)-thiazol-2-yl]-piperazine-1-carboxylic acid tert-butyl ester), CS(=O)C (dimethylsulphoxide), O (water), [F-].[K+] (potassium fluoride). The yield is 90.0%. The solvent is C(C)(=O)OCC (ethyl acetate). Procedure: To a solution of 1.03 mmol 4-[5-(2,2-difluoro-vinyl)-thiazol-2-yl]-piperazine-1-carboxylic acid tert-butyl ester in 7.5 dimethylsulphoxide and 0.3 ml water was added 7.18 mmol potassium fluoride and the mixture was heated at 120° C. for 2 h. The mixture was then diluted with ethyl acetate and washed sequentially with water and brine. The organic phase was dried over sodium sulphate and concentrated in vacuo. The residue was purified by chromatography (SiO2, ethyl acetate/heptane) to afford the t... The reactants are CO, COC(=O)c1cc(-c2ccc(F)cc2)oc1C, [Na+], C1CCOC1, [OH-], O. The product is Cc1oc(-c2ccc(F)cc2)cc1C(=O)O. RXN SMILES: [CH3:20][OH:21].[F:1][c:2]1[cH:3][cH:4][c:5](-[c:8]2[cH:9][c:10]([C:14](=[O:15])[O:16][CH3:17])[c:11]([CH3:13])[o:12]2)[cH:6][cH:7]1.[Na+:19].[O:23]1[CH2:24][CH2:25][CH2:26][CH2:27]1.[OH-:18].[OH2:22]>>[F:1][c:2]1[cH:3][cH:4][c:5](-[c:8]2[cH:9][c:10]([C:14](=[O:15])[OH:16])[c:11]([CH3:13])[o:12]2)[cH:6][cH:7]1. Reactants: C1COCCO1, Cl, Nc1ccccc1, N#CN. Product: N=C(N)Nc1ccccc1. As a reaction SMILES: [CH2:12]1[O:13][CH2:14][CH2:15][O:16][CH2:17]1.[ClH:11].[NH2:1][c:2]1[cH:3][cH:4][cH:5][cH:6][cH:7]1.[NH2:8][C:9]#[N:10]>>[NH:1]([c:2]1[cH:3][cH:4][cH:5][cH:6][cH:7]1)[C:9](=[NH:8])[NH2:10]. The reactants are N(=[N+]=[N-])C1=CC(OC(=C1)C)=O (4-Azido-6-methyl-2H-pyrone), [H][H] (hydrogen), C(C)O (ethanol). The reagents and catalysts are [Pd] (Pd/C). Product: NC1(CC(OC=C1)=O)C (4-Amino4-methyl-2H-pyrone). Isolated yield 100.0%. As a reaction SMILES: [N:1]([C:4]1[CH:9]=[C:8](C)[O:7][C:6](=[O:11])[CH:5]=1)=[N+]=[N-].[H][H].[CH2:14](O)C>[Pd]>[NH2:1][C:4]1([CH3:14])[CH:9]=[CH:8][O:7][C:6](=[O:11])[CH2:5]1. Reported procedure: To a 0.310 g (2.05 mmol) of 38 and 0.031 g of 10% Pd/C in 10 mL of ethanol was maintained under 1 atm (a ballonn) of hydrogen gas for 1 hour. The reaction mixture was then filtered through Celite, and ethanol of the filtrate was removed through rotary evaporation to give 0.260 g of 39 (100% yield). 1H NMR δ 5.56 (s, 1H, C3H), 5.12 (s, 1H, C5 H), 4.45 (s, 2H, NH2), 2.20 (s, Me); 13C NMR δ 163.6 (s, C2), 161.3 (s), 98.6 (d, C5), 80.4 (d, C3), 19.5 (q, Me). Solvent: CN(C=O)C (dimethylformamide), O (water). Product: [N+](=O)([O-])C1=CC=C(COC(=O)N2[C@@H](C[C@H](C2)O[Si](C)(C)C(C)(C)C)CC(C(=O)OC)C(=O)OC)C=C1 ((2R,4R)-1-(p-nitrobenzyloxycarbonyl)-2-(2,2-dimethoxycarbonylethyl)-4-t-butyldimethylsilyloxypyrrolidine). Reaction SMILES: [C:1]([O:8][CH3:9])(=[O:7])[CH2:2][C:3]([O:5][CH3:6])=[O:4].[H-].[Na+].[N+:12]([C:15]1[CH:39]=[CH:38][C:18]([CH2:19][O:20][C:21]([N:23]2[CH2:27][C@H:26]([O:28][Si:29]([C:32]([CH3:35])([CH3:34])[CH3:33])([CH3:31])[CH3:30])[CH2:25][C@H:24]2[CH2:36]I)=[O:22])=[CH:17][CH:16]=1)([O-:14])=[O:13].Cl>CN(C)C=O.O>[N+:12]([C:15]1[CH:16]=[CH:17][C:18]([CH2:19][O:20][C:21]([N:23]2[CH2:27][C@H:26]([O:28][Si:29]([C:32]([CH3:33])([CH3:35])[CH3:34])([CH3:30])[CH3:31])[CH2:25][C@H:24]2[CH2:36][CH:2]([C:1]([O:8][CH3:9])=[O:7])[C:3]([O:5][CH3:6])=[O:4])=[O:22])=[CH:38][CH:39]=1)([O-:14])=[O:13] |f:1.2|. Reactants: [N+](=O)([O-])C1=CC=C(COC(=O)N2[C@@H](C[C@H](C2)O[Si](C)(C)C(C)(C)C)CI)C=C1 ((2S,4R)-1-(p-nitrobenzyloxycarbonyl)-2-iodomethyl-4-t-butyldimethylsilyloxypyrrolidine), Cl (hydrochloric acid), C(CC(=O)OC)(=O)OC (Dimethyl malonate), [H-].[Na+] (sodium hydride). Procedure details: Dimethyl malonate (660 mg) and 180 mg of 50% sodium hydride in 12.5 ml of dry dimethylformamide were stirred at room temperature in a nitrogen stream for 15 minutes, and 1.34 g of (2S,4R)-1-(p-nitrobenzyloxycarbonyl)-2-iodomethyl-4-t-butyldimethylsilyloxypyrrolidine was added thereto. The resulting mixture was stirred at room temperature for 15 hours, neutralized with 3.75 ml of 1N hydrochloric acid, diluted with water, extracted with ethyl acetate, washed with water, dried over anhydrous sodium... Run at time 15 hour.